Dataset: the Open Reaction Database (ORD), a public repository of structured organic reaction records. Task: describe an organic reaction: reactants, conditions, products, and yield Reactants: NC1=C(C=C2C(C(NC2=C1)=O)=CC1=C(C=2C(N(CCC2N1)CCN(CC)CC)=O)C)F (2-(6-amino-5-fluoro-2-oxo-1,2-dihydro-indol-3-ylidenemethyl)-5-(2-diethylamino-ethyl)-3-methyl-1,5,6,7-tetrahydro-pyrrolo[3,2-c]pyridin-4-one), C(C)(=O)Cl (acetyl chloride). The solvent is O1CCCC1 (tetrahydrofuran). Conditions: temperature 0 celsius. Yields the product FC=1C=C2CC(NC2=CC1NC(C)=O)=O (N-(5-fluoro-2-oxo-2,3-dihydro-1H-indol-6-yl)-acetamide). Isolated yield 100.1%. Reaction SMILES: [NH2:1][C:2]1[CH:10]=[C:9]2[C:5]([C:6](=CC3NC4CCN(CCN(CC)CC)C(=O)C=4C=3C)[C:7](=[O:11])[NH:8]2)=[CH:4][C:3]=1[F:31].[C:32](Cl)(=[O:34])[CH3:33]>O1CCCC1>[F:31][C:3]1[CH:4]=[C:5]2[C:9](=[CH:10][C:2]=1[NH:1][C:32](=[O:34])[CH3:33])[NH:8][C:7](=[O:11])[CH2:6]2. Procedure: A stirred solution of 6-amino-5-fluoro-1,3-dihydro-indol-2-one (1.0 g, 6 mmol) obtained from Example 7 in 30 ml of tetrahydrofuran was added with tirethylamine (1.3 ml, 9 mmol). The solution was cooled down to 0° C. in an ice-water bath and added with acetyl chloride (1.3 ml, 9 mmol) dropwise. Upon the completion of the addition, the resulting mixture was heated to reflux for 1.5 hours and cooled until precipitate was formed. The solid was filtered, washed with water (50 ml×3) and dried in vacuo...